Dataset: the Open Reaction Database (ORD), a public repository of structured organic reaction records. Task: describe an organic reaction: reactants, conditions, products, and yield The reactants are COc1cc(Nc2c(C#N)cnc3cc(-c4cccn4C(=O)OC(C)(C)C)ccc23)c(Cl)cc1Cl, O=C([O-])O, [Na+], O, O=C(O)C(F)(F)F. The product is COc1cc(Nc2c(C#N)cnc3cc(-c4ccc[nH]4)ccc23)c(Cl)cc1Cl. As a reaction SMILES: [C:1](#[N:2])[c:3]1[cH:4][n:5][c:6]2[cH:7][c:8](-[c:24]3[n:25]([C:29]([O:30][C:31]([CH3:32])([CH3:33])[CH3:34])=[O:35])[cH:26][cH:27][cH:28]3)[cH:9][cH:10][c:11]2[c:12]1[NH:13][c:14]1[c:15]([Cl:23])[cH:16][c:17]([Cl:22])[c:18]([O:20][CH3:21])[cH:19]1.[C:36](=[O:37])([OH:38])[O-:39].[Na+:40].[OH2:48].[OH:41][C:42]([C:43]([F:44])([F:45])[F:46])=[O:47]>>[C:1](#[N:2])[c:3]1[cH:4][n:5][c:6]2[cH:7][c:8](-[c:24]3[nH:25][cH:26][cH:27][cH:28]3)[cH:9][cH:10][c:11]2[c:12]1[NH:13][c:14]1[c:15]([Cl:23])[cH:16][c:17]([Cl:22])[c:18]([O:20][CH3:21])[cH:19]1. The reactants are solution, C(C)N (ethylamine), C1CCOC1 (THF), NC=1C(=NC(=CC1)Br)C(=O)OCC (ethyl 3-amino-6-bromopyridine-2-carboxylate), steel. Solvent: C(C)O (ethanol). Reaction conditions: temperature 120 celsius. Yields the product NC=1C(=NC(=CC1)Br)C(=O)NCC (3-Amino-6-bromo-N-ethylpyridine-2-carboxamide). The yield is 70.0%. Reaction SMILES: [NH2:1][C:2]1[C:3]([C:9]([O:11]CC)=O)=[N:4][C:5]([Br:8])=[CH:6][CH:7]=1.[CH2:14]([NH2:16])[CH3:15].C1COCC1>C(O)C>[NH2:1][C:2]1[C:3]([C:9]([NH:16][CH2:14][CH3:15])=[O:11])=[N:4][C:5]([Br:8])=[CH:6][CH:7]=1. Reported procedure: A stirred suspension of ethyl 3-amino-6-bromopyridine-2-carboxylate (5 g, 20.3 mmol) in ethanol (40 mL) in a steel bomb was treated with a 2M solution of ethylamine in THF (220 mL, 440 mmol) and heated to 120° C. for 2 days. The reaction mixture was cooled to RT, the solvents were evaporated under reduced pressure and the residue was purified by column chromatography (SiO2, 0.5% methanol in dichloromethane) to give 3.5 g (70%) of the required material as white solid 1H NMR (400 MHz, CDCl3) δ 7.7...